Dataset: the Open Reaction Database (ORD), a public repository of structured organic reaction records. Task: describe an organic reaction: reactants, conditions, products, and yield Reaction SMILES: Br[C:2]1[N:7]=[CH:6][C:5]([CH2:8][NH:9][CH2:10][CH2:11][CH:12]2[CH2:17][CH2:16][CH2:15][CH2:14][CH2:13]2)=[CH:4][CH:3]=1.[Cl:18][C:19]1[CH:24]=[CH:23][C:22]([C:25]#[N:26])=[CH:21][C:20]=1B(O)O>>[Cl:18][C:19]1[CH:24]=[CH:23][C:22]([C:25]#[N:26])=[CH:21][C:20]=1[C:2]1[CH:3]=[CH:4][C:5]([CH2:8][NH:9][CH2:10][CH2:11][CH:12]2[CH2:17][CH2:16][CH2:15][CH2:14][CH2:13]2)=[CH:6][N:7]=1. The reactants are BrC1=CC=C(C=N1)CNCCC1CCCCC1 ((6-bromopyridin-3-ylmethyl)-(2-cyclohexylethyl)amine), ClC1=C(C=C(C=C1)C#N)B(O)O (2-chloro-5-cyanophenyl boronic acid). Procedure details: Using the procedure outlined in Preparation 13, (6-bromopyridin-3-ylmethyl)-(2-cyclohexylethyl)amine and 2-chloro-5-cyanophenyl boronic acid were converted to the title compound: RT=2.79 min; m/z (ES+)=354.1 [M+H]+. The product is ClC1=C(C=C(C#N)C=C1)C1=NC=C(C=C1)CNCCC1CCCCC1 (4-Chloro-3-[5-[(2-cyclohexylethylamino)methyl]pyridin-2-yl]benzonitrile).